From a dataset of the Open Reaction Database (ORD), a public repository of structured organic reaction records. describe an organic reaction: reactants, conditions, products, and yield Starting materials: CON(C)C(=O)c1sc(C(F)(F)F)c2c1CCC(C)(C)C2, [Li]C, CCOCC, Cl. Yields the product CC(=O)c1sc(C(F)(F)F)c2c1CCC(C)(C)C2. RXN SMILES: [CH3:1][O:2][N:3]([C:4](=[O:5])[c:6]1[s:7][c:8]([C:17]([F:18])([F:19])[F:20])[c:9]2[c:10]1[CH2:11][CH2:12][C:13]([CH3:15])([CH3:16])[CH2:14]2)[CH3:21].[CH3:22][Li:23].[CH3:25][CH2:26][O:27][CH2:28][CH3:29].[ClH:24]>>[C:4](=[O:5])([c:6]1[s:7][c:8]([C:17]([F:18])([F:19])[F:20])[c:9]2[c:10]1[CH2:11][CH2:12][C:13]([CH3:15])([CH3:16])[CH2:14]2)[CH3:22]. The reactants are NC1=NC(=C(C(=N1)C1=C(C=CC=C1)F)C#N)S(=O)C (2-amino-4-(2-fluoro-phenyl)-6-methanesulfinyl-pyrimidine-5-carbonitrile), N1=C(C=CC=C1)C(C)O ((2-pyridyl)ethanol), C1CCC2=NCCCN2CC1 (DBU). Run in COCCOC (DME). Product: NC1=NC(=C(C(=N1)C1=C(C=CC=C1)F)C#N)OCCC1=NC=CC=C1 (2-Amino-4-(2-fluoro-phenyl)-6-(2-pyridin-2-yl-ethoxy)-pyrimidine-5-carbonitrile). As a reaction SMILES: [NH2:1][C:2]1[N:7]=[C:6]([C:8]2[CH:13]=[CH:12][CH:11]=[CH:10][C:9]=2[F:14])[C:5]([C:15]#[N:16])=[C:4](S(C)=O)[N:3]=1.N1C=CC=CC=1C([OH:28])C.[CH2:29]1[CH2:39][CH2:38][N:37]2C(=N[CH2:34][CH2:35][CH2:36]2)C[CH2:30]1>COCCOC>[NH2:1][C:2]1[N:7]=[C:6]([C:8]2[CH:13]=[CH:12][CH:11]=[CH:10][C:9]=2[F:14])[C:5]([C:15]#[N:16])=[C:4]([O:28][CH2:34][CH2:35][C:36]2[CH:30]=[CH:29][CH:39]=[CH:38][N:37]=2)[N:3]=1. Procedure: From 2-amino-4-(2-fluoro-phenyl)-6-methanesulfinyl-pyrimidine-5-carbonitrile, (2-pyridyl)ethanol and DBU in DME. ES-MS m/e (%): 336 (M+H+, 100). The reactants are BrB(Br)Br, COc1cccc2c1ccc1nc3cccc(C(=O)O)c3nc12, ClCCl. Product: O=C(O)c1cccc2nc3ccc4c(O)cccc4c3nc12. As a reaction SMILES: [B:24]([Br:25])([Br:26])[Br:27].[CH3:1][O:2][c:3]1[cH:4][cH:5][cH:6][c:7]2[c:8]1[cH:9][cH:10][c:11]1[n:12][c:13]3[cH:14][cH:15][cH:16][c:17]([C:21](=[O:22])[OH:23])[c:18]3[n:19][c:20]21.[Cl:28][CH2:29][Cl:30]>>[OH:2][c:3]1[cH:4][cH:5][cH:6][c:7]2[c:8]1[cH:9][cH:10][c:11]1[n:12][c:13]3[cH:14][cH:15][cH:16][c:17]([C:21](=[O:22])[OH:23])[c:18]3[n:19][c:20]21. Starting materials: N(=NC(=O)OC(C)(C)C)C(=O)OC(C)(C)C (di-t-butyl azodicarboxylate), C(CCCCC)[C@@H]1C(O[C@H]1C[C@@H](CCCCCCCCCCC)O)=O ((3S,4S)-3-hexyl-4-[(R)-2-hydroxytridecyl]-2-oxetanone), C1(=CC=CC=C1)P(C1=CC=CC=C1)C1=CC=CC=C1 (triphenylphosphine), C(C=1C(O)=CC=CC1)(=O)N (salicylamide). Run in C1CCOC1 (THF). Conditions: temperature 0 celsius. The product is C(CCCCC)[C@H]1[C@@H](OC1=O)C[C@H](CCCCCCCCCCC)OC1=C(C(=O)N)C=CC=C1 (o-[[(S)-1-[[(2S,3S)-3-hexyl-4-oxo-2-oxetanyl]methyl]dodecyl]oxy]-benzamide). The yield is 49.5%. RXN SMILES: [CH2:1]([C@H:7]1[C@H:10]([CH2:11][C@H:12]([OH:24])[CH2:13][CH2:14][CH2:15][CH2:16][CH2:17][CH2:18][CH2:19][CH2:20][CH2:21][CH2:22][CH3:23])[O:9][C:8]1=[O:25])[CH2:2][CH2:3][CH2:4][CH2:5][CH3:6].C1(P(C2C=CC=CC=2)C2C=CC=CC=2)C=CC=CC=1.[C:45]([NH2:54])(=[O:53])[C:46]1[C:47](=[CH:49][CH:50]=[CH:51][CH:52]=1)O.N(C(OC(C)(C)C)=O)=NC(OC(C)(C)C)=O>C1COCC1>[CH2:1]([C@@H:7]1[C:8](=[O:25])[O:9][C@H:10]1[CH2:11][C@@H:12]([O:24][C:52]1[CH:51]=[CH:50][CH:49]=[CH:47][C:46]=1[C:45]([NH2:54])=[O:53])[CH2:13][CH2:14][CH2:15][CH2:16][CH2:17][CH2:18][CH2:19][CH2:20][CH2:21][CH2:22][CH3:23])[CH2:2][CH2:3][CH2:4][CH2:5][CH3:6]. Procedure details: 1.1 g of (3S,4S)-3-hexyl-4-[(R)-2-hydroxytridecyl]-2-oxetanone, 1.6 g of triphenylphosphine, 0.825 g of salicylamide and 3 g of molecular sieve (4 Å) were treated with 20 ml of THF and cooled to 0° C. Thereupon, 1.4 g of di-t-butyl azodicarboxylate were added. After warming to room temperature and stirring the reaction mixture was concentrated and the residue was partitioned between methanol/water (70:30) and hexane and extracted with hexane. The hexane phase was dried and concentrated and the r... Reactants: O=C([O-])[O-], O=C([O-])O, CN, CN(C)C=O, CO, ClC(Cl)=CCOc1cc(Cl)c(OCCCCBr)c(Cl)c1, [K+], [K+], [Na+]. Product: CNCCCCOc1c(Cl)cc(OCC=C(Cl)Cl)cc1Cl. RXN SMILES: [C:23](=[O:24])([O-:25])[O-:26].[C:29](=[O:30])([O-:31])[OH:32].[CH3:21][NH2:22].[CH3:34][N:35]([CH3:36])[CH:37]=[O:38].[CH3:39][OH:40].[Cl:1][c:2]1[cH:3][c:4]([O:15][CH2:16][CH:17]=[C:18]([Cl:19])[Cl:20])[cH:5][c:6]([Cl:14])[c:7]1[O:8][CH2:9][CH2:10][CH2:11][CH2:12][Br:13].[K+:27].[K+:28].[Na+:33]>>[Cl:1][c:2]1[cH:3][c:4]([O:15][CH2:16][CH:17]=[C:18]([Cl:19])[Cl:20])[cH:5][c:6]([Cl:14])[c:7]1[O:8][CH2:9][CH2:10][CH2:11][CH2:12][NH:22][CH3:21]. The reactants are C1(CCCCC1)N=C=NC1CCCCC1 (dicyclohexylcarbodiimide), C[C@@H]1C[C@H]2[C@H](O2)/C=C\C=C\C(=O)CC3=C(C(=CC(=C3Cl)O)O)C(=O)O1 (radicicol), C(C)(=O)CCCCCCCCCCCCCCCC(=S)O (16-acetylthiohexadecanoic acid). Solvent: O1CCCC1 (tetrahydrofuran). Product: CN(C)C1=NC=CC=C1 (dimethylaminopyridine), title compound. As a reaction SMILES: [CH3:1][C@H]1OC(=O)C2C(O)=CC(O)=C(Cl)C=2CC(=O)C=CC=C[C@H]2O[C@H]2C1.C(CCCCCCCCCCCCCCCC(O)=S)(=O)C.[CH:47]1([N:53]=[C:54]=[N:55][CH:56]2[CH2:61][CH2:60][CH2:59]CC2)CCCCC1>O1CCCC1>[CH3:1][N:53]([C:54]1[CH:59]=[CH:60][CH:61]=[CH:56][N:55]=1)[CH3:47]. Procedure details: Following a procedure similar to that described in Example 12, but using 120 mg of radicicol, 206 mg of 16-acetylthiohexadecanoic acid, 5 ml of dry tetrahydrofuran, 330 mg of dicyclohexylcarbodiimide and a catalytic amount of dimethylaminopyridine, 235 mg of the title compound were obtained. Reactants: CCN=C=NCCCN(C)C.Cl (EDCl), C1(=CC=CC=C1)CCCN (3-phenyl-1-propylamine), OC=1C=CC(=NC1)C(=O)O (5-hydroxypyridine-2-carboxylic acid), C(C)(C)N(CC)C(C)C (diisopropylethylamine), O.ON1N=NC2=C1C=CC=C2 (1-hydroxybenzotriazole monohydrate). Run in ClCCl (dichloromethane), ClCCl (dichloromethane). Reaction conditions: time 15 minute. Yields the product C1(=CC=CC=C1)CCCNC(=O)C1=NC=C(C=C1)O (5-hydroxypyridine-2-carboxylic acid (3-phenylpropyl)amide). Isolated yield 61.2%. Reaction SMILES: [OH:1][C:2]1[CH:3]=[CH:4][C:5]([C:8]([OH:10])=O)=[N:6][CH:7]=1.C(N(C(C)C)CC)(C)C.O.ON1C2C=CC=CC=2N=N1.CCN=C=NCCCN(C)C.Cl.[C:43]1([CH2:49][CH2:50][CH2:51][NH2:52])[CH:48]=[CH:47][CH:46]=[CH:45][CH:44]=1>ClCCl>[C:43]1([CH2:49][CH2:50][CH2:51][NH:52][C:8]([C:5]2[CH:4]=[CH:3][C:2]([OH:1])=[CH:7][N:6]=2)=[O:10])[CH:48]=[CH:47][CH:46]=[CH:45][CH:44]=1 |f:2.3,4.5|. Reported procedure: To a solution of 5-hydroxypyridine-2-carboxylic acid (0.103 g, 0.74 mmol) in dichloromethane was added diisopropylethylamine (0.279 mL, 1.6 mmol), followed by 1-hydroxybenzotriazole monohydrate (0.012 g, 0.8 mmol) and EDCl (0.153 g, 0.8 mmol). The resulting mixture was stirred for 15 minutes and 3-phenyl-1-propylamine (0.108 g, 0.8 mmol) was added. After stirring for 22 h, the reaction mixture was diluted with dichloromethane (80 mL), washed with water, dried over anhydrous Na2SO4 and concentrat... Starting materials: ICCO (2-iodoethanol), C([O-])([O-])=O.[K+].[K+] (potassium carbonate), FC=1C=NC2=CC=CC=C2C1CCCC1(CCNCC1)C(=O)OCC (ethyl 4-[3-(3-fluoroquinolin-4-yl)propyl]piperidine-4-carboxylate). Run in C(C)#N (acetonitrile). Yields the product FC=1C=NC2=CC=CC=C2C1CCCC1(CCN(CC1)CCO)C(=O)OCC (ethyl 4-[3-(3-fluoroquinolin-4-yl)-propyl]-1-(2-hydroxyethyl)piperidine-4-carboxylate). Reaction SMILES: I[CH2:2][CH2:3][OH:4].C(=O)([O-])[O-].[K+].[K+].[F:11][C:12]1[CH:13]=[N:14][C:15]2[C:20]([C:21]=1[CH2:22][CH2:23][CH2:24][C:25]1([C:31]([O:33][CH2:34][CH3:35])=[O:32])[CH2:30][CH2:29][NH:28][CH2:27][CH2:26]1)=[CH:19][CH:18]=[CH:17][CH:16]=2>C(#N)C>[F:11][C:12]1[CH:13]=[N:14][C:15]2[C:20]([C:21]=1[CH2:22][CH2:23][CH2:24][C:25]1([C:31]([O:33][CH2:34][CH3:35])=[O:32])[CH2:30][CH2:29][N:28]([CH2:2][CH2:3][OH:4])[CH2:27][CH2:26]1)=[CH:19][CH:18]=[CH:17][CH:16]=2 |f:1.2.3|. Procedure: 1.14 cm3 of 2-iodoethanol and 1.9 g of potassium carbonate were added to a solution of 4.4 g of ethyl 4-[3-(3-fluoroquinolin-4-yl)propyl]piperidine-4-carboxylate in 100 cm3 of anhydrous acetonitrile, with vigorous stirring and under an inert atmosphere. The reaction mixture was stirred for 18 hours in the region of 20° C., filtered and washed with 3 times 30 cm3 of acetonitrile. The filtrate was concentrated to dryness under reduced pressure (2 kPa) at a temperature in the region of 50° C. The e... The reactants are ClC1=CC(=NC2=NC=CC=C12)C1=C(C=CC(=C1)Cl)F (4-chloro-2-(5-chloro-2-fluoro-phenyl)-[1,8]naphthyridine), C1(=CC=CC=C1)C=1C=C(C=NC1)B(O)O (5-phenyl-3-pyridyl boronic acid). Yields the product ClC=1C=CC(=C(C1)C1=NC2=NC=CC=C2C(=C1)C=1C=NC=C(C1)C1=CC=CC=C1)F (2-(5-Chloro-2-fluoro-phenyl)-4-(5-phenyl-pyridin-3-yl)-[1,8]naphthyridine). RXN SMILES: Cl[C:2]1[C:11]2[C:6](=[N:7][CH:8]=[CH:9][CH:10]=2)[N:5]=[C:4]([C:12]2[CH:17]=[C:16]([Cl:18])[CH:15]=[CH:14][C:13]=2[F:19])[CH:3]=1.[C:20]1([C:26]2[CH:27]=[C:28](B(O)O)[CH:29]=[N:30][CH:31]=2)[CH:25]=[CH:24][CH:23]=[CH:22][CH:21]=1>>[Cl:18][C:16]1[CH:15]=[CH:14][C:13]([F:19])=[C:12]([C:4]2[CH:3]=[C:2]([C:28]3[CH:29]=[N:30][CH:31]=[C:26]([C:20]4[CH:21]=[CH:22][CH:23]=[CH:24][CH:25]=4)[CH:27]=3)[C:11]3[C:6](=[N:7][CH:8]=[CH:9][CH:10]=3)[N:5]=2)[CH:17]=1. Reported procedure: 150 mg 4-chloronaphthyridine from example 1, 184 mg 5-phenyl-3-pyridyl boronic acid,